Task: describe an organic reaction: reactants, conditions, products, and yield. Dataset: the Open Reaction Database (ORD), a public repository of structured organic reaction records Starting materials: C(C)(=O)[C@H]1CN(C[C@H](C1)N(CC(C)C)C(=O)C1=NC2=C(N1CCCCOC)C=CC=C2)C(=O)OC(C)(C)C (tert-butyl (3R,5S)-3-acetyl-5-[{[1-(4-methoxybutyl)-1H-benzimidazol-2-yl]carbonyl}(2-methylpropyl)amino]piperidine-1-carboxylate), [BH4-].[Na+] (sodium borohydride). The solvent is C(C)O (ethanol). Run at time 1 hour. Product: OC(C)[C@H]1CN(C[C@H](C1)N(CC(C)C)C(=O)C1=NC2=C(N1CCCCOC)C=CC=C2)C(=O)OC(C)(C)C (tert-butyl (3R,5S)-3-(1-hydroxyethyl)-5-[{[1-(4-methoxybutyl)-1H-benzimidazol-2-yl]carbonyl}(2-methylpropyl)amino]piperidine-1-carboxylate). Isolated yield 99.6%. As a reaction SMILES: [C:1]([C@@H:4]1[CH2:9][C@H:8]([N:10]([C:15]([C:17]2[N:21]([CH2:22][CH2:23][CH2:24][CH2:25][O:26][CH3:27])[C:20]3[CH:28]=[CH:29][CH:30]=[CH:31][C:19]=3[N:18]=2)=[O:16])[CH2:11][CH:12]([CH3:14])[CH3:13])[CH2:7][N:6]([C:32]([O:34][C:35]([CH3:38])([CH3:37])[CH3:36])=[O:33])[CH2:5]1)(=[O:3])[CH3:2].[BH4-].[Na+]>C(O)C>[OH:3][CH:1]([C@@H:4]1[CH2:9][C@H:8]([N:10]([C:15]([C:17]2[N:21]([CH2:22][CH2:23][CH2:24][CH2:25][O:26][CH3:27])[C:20]3[CH:28]=[CH:29][CH:30]=[CH:31][C:19]=3[N:18]=2)=[O:16])[CH2:11][CH:12]([CH3:13])[CH3:14])[CH2:7][N:6]([C:32]([O:34][C:35]([CH3:38])([CH3:37])[CH3:36])=[O:33])[CH2:5]1)[CH3:2] |f:1.2|. Procedure details: To a solution of tert-butyl (3R,5S)-3-acetyl-5-[{[1-(4-methoxybutyl)-1H-benzimidazol-2-yl]carbonyl}(2-methylpropyl)amino]piperidine-1-carboxylate (0.40 g) in ethanol (10 ml) was added sodium borohydride (29 mg), and the mixture was stirred at room temperature for 1 hr. The reaction mixture was concentrated under reduced pressure, and the residue was diluted with water. The mixture was acidified with 5% aqueous potassium hydrogen sulfate solution, and extracted with ethyl acetate. The extract was... Reactants: [Cr](=O)(=O)(O)O (chromic acid), S(O)(O)(=O)=O (sulfuric acid), O (water), OCCCOCC(CC(=O)OCCC(C1=CC=CC=C1)C1=CC=CC=C1)=O (3,3-diphenylpropyl 4-(3-hydroxypropoxy)-3-oxobutanoate), O (water). Run in CC(=O)C (acetone), C(C)(=O)OCC (ethyl acetate). Run at time 1.5 hour. The product is C(=O)(O)CCOCC(CC(=O)OCCC(C1=CC=CC=C1)C1=CC=CC=C1)=O (3,3-diphenylpropyl 4-(2-carboxyethoxy)-3-oxobutanoate). Reaction SMILES: [Cr](O)(O)(=O)=O.S(=O)(=O)(O)O.[OH2:11].[OH:12][CH2:13][CH2:14][CH2:15][O:16][CH2:17][C:18](=[O:38])[CH2:19][C:20]([O:22][CH2:23][CH2:24][CH:25]([C:32]1[CH:37]=[CH:36][CH:35]=[CH:34][CH:33]=1)[C:26]1[CH:31]=[CH:30][CH:29]=[CH:28][CH:27]=1)=[O:21]>CC(C)=O.C(OCC)(=O)C>[C:13]([CH2:14][CH2:15][O:16][CH2:17][C:18](=[O:38])[CH2:19][C:20]([O:22][CH2:23][CH2:24][CH:25]([C:32]1[CH:33]=[CH:34][CH:35]=[CH:36][CH:37]=1)[C:26]1[CH:31]=[CH:30][CH:29]=[CH:28][CH:27]=1)=[O:21])([OH:11])=[O:12]. Procedure details: 625 mg (6.25 mmol) of chromic acid, 0.65 ml of concentrated sulfuric acid and 2.9 ml of water were added to 1.36 g (3.66 mmol) of 3,3-diphenylpropyl 4-(3-hydroxypropoxy)-3-oxobutanoate in 17 ml of acetone, and they were stirred at room temperature for 1.5 hours. After the addition of water and extraction with ethyl acetate, the organic layer was washed with water and then saturated aqueous sodium chloride solution, dried over anhydrous sodium sulfate and concentrated under reduced pressure. The ... Starting materials: BrCCOCCBr, Cc1ccccc1, [K+], [K+], Nc1ccc(N2CCCCC2)c([N+](=O)[O-])c1, O=C([O-])[O-]. Product: O=[N+]([O-])c1cc(N2CCOCC2)ccc1N1CCCCC1. Reaction SMILES: [Br:17][CH2:18][CH2:19][O:20][CH2:21][CH2:22][Br:23].[CH3:30][c:31]1[cH:32][cH:33][cH:34][cH:35][cH:36]1.[K+:24].[K+:25].[N+:1](=[O:2])([O-:3])[c:4]1[cH:5][c:6]([NH2:16])[cH:7][cH:8][c:9]1[N:10]1[CH2:11][CH2:12][CH2:13][CH2:14][CH2:15]1.[O-:26][C:27]([O-:28])=[O:29]>>[N+:1](=[O:2])([O-:3])[c:4]1[cH:5][c:6]([N:16]2[CH2:18][CH2:19][O:20][CH2:21][CH2:22]2)[cH:7][cH:8][c:9]1[N:10]1[CH2:11][CH2:12][CH2:13][CH2:14][CH2:15]1. Starting materials: C(C1=CC=CC=C1)OC1=C(C(=O)N2CC3=CC=C(C=C3C2)C(=O)O)C=C(C(=C1)OCC1=CC=CC=C1)C(C)C (2-(2,4-bis-benzyloxy-5-isopropyl-benzoyl)-2,3-dihydro-1H-isoindole-5-carboxylic acid), C(CCl)Cl (EDC), C=1C=CC2=C(C1)N=NN2O (HOBT), C(=O)(OC(C)(C)C)N1CCNCC1 (BOC piperazine). The solvent is CN(C)C=O (DMF). The product is C(C)(C)(C)OC(=O)N1CCN(CC1)C(=O)C=1C=C2CN(CC2=CC1)C(C1=C(C=C(C(=C1)C(C)C)O)O)=O (4-[2-(2,4-dihydroxy-5-isopropyl-benzoyl)-2,3-dihydro-1H-isoindole-5-carbonyl]-piperazine-1-carboxylic acid tert-butyl ester). Isolated yield 102.2%. As a reaction SMILES: C([O:8][C:9]1[CH:28]=[C:27]([O:29]CC2C=CC=CC=2)[C:26]([CH:37]([CH3:39])[CH3:38])=[CH:25][C:10]=1[C:11]([N:13]1[CH2:21][C:20]2[C:15](=[CH:16][CH:17]=[C:18]([C:22](O)=[O:23])[CH:19]=2)[CH2:14]1)=[O:12])C1C=CC=CC=1.C(Cl)CCl.C1C=CC2N(O)N=NC=2C=1.[C:54]([N:61]1[CH2:66][CH2:65][NH:64][CH2:63][CH2:62]1)([O:56][C:57]([CH3:60])([CH3:59])[CH3:58])=[O:55]>CN(C=O)C>[C:57]([O:56][C:54]([N:61]1[CH2:62][CH2:63][N:64]([C:22]([C:18]2[CH:19]=[C:20]3[C:15](=[CH:16][CH:17]=2)[CH2:14][N:13]([C:11](=[O:12])[C:10]2[CH:25]=[C:26]([CH:37]([CH3:39])[CH3:38])[C:27]([OH:29])=[CH:28][C:9]=2[OH:8])[CH2:21]3)=[O:23])[CH2:65][CH2:66]1)=[O:55])([CH3:60])([CH3:59])[CH3:58]. Procedure details: A solution of 2-(2,4-bis-benzyloxy-5-isopropyl-benzoyl)-2,3-dihydro-1H-isoindole-5-carboxylic acid (Preparation D6) (0.5 g, 0.96 mmol), EDC (0.22 g, 1.15 mmol), HOBT (0.196 g, 1.15 mmol) and BOC piperazine (0.117 ml, 1.06 mmol) in DMF (10 ml) was stirred at room temperature for 48 hours, then evaporated under vacuum. The crude material was dissolved in ethyl acetate and extracted twice with saturated NaHCO3, organics washed with brine, dried (MgSO4), filtered then evaporated under vacuum and pur... As a reaction SMILES: [N+](C1C=CC=CC=1O[C:11](=[O:35])[C@@H:12]([CH2:21][CH2:22][CH2:23][NH:24][C:25]([O:27][CH2:28][C:29]1[CH:34]=[CH:33][CH:32]=[CH:31][CH:30]=1)=[O:26])[NH:13][C:14]([O:16][C:17]([CH3:20])([CH3:19])[CH3:18])=[O:15])([O-])=O.[CH:36]1[CH:41]=[CH:40][C:39]([C@H:42]([NH2:45])[CH2:43][OH:44])=[CH:38][CH:37]=1>C(Cl)Cl>[C:14]([NH:13][C@H:12]([C:11]([NH:45][C@H:42]([C:39]1[CH:40]=[CH:41][CH:36]=[CH:37][CH:38]=1)[CH2:43][OH:44])=[O:35])[CH2:21][CH2:22][CH2:23][NH:24][C:25]([O:27][CH2:28][C:29]1[CH:30]=[CH:31][CH:32]=[CH:33][CH:34]=1)=[O:26])([O:16][C:17]([CH3:18])([CH3:19])[CH3:20])=[O:15]. The product is C(=O)(OC(C)(C)C)N[C@@H](CCCNC(=O)OCC1=CC=CC=C1)C(=O)N[C@@H](CO)C1=CC=CC=C1 ((R)-N2 -(Boc)-N5 -(Cbz)-(S)-N-(2-hydroxy-1-phenylethyl)ornithine amide). Yield: 84.9%. Reactants: [N+](=O)([O-])C1=C(C=CC=C1)OC([C@H](NC(=O)OC(C)(C)C)CCCNC(=O)OCC1=CC=CC=C1)=O (Nα -Boc-Nδ -Cbz-(R)-ornithine o-nitrophenyl ester), C1=CC=C(C=C1)[C@@H](CO)N ((S)-(+)-phenylglycinol). Procedure details: Prepared according to the method described in Example 4(b) above from Nα -Boc-Nδ -Cbz-(R)-ornithine o-nitrophenyl ester (4.0 g; 9.22 mmol; see Example 4(a) above) and (S)-(+)-phenylglycinol (1.26 g; 9.22 mmol; 1 eq.) and CH2Cl2 (160 mL). The reaction mixture was stirred overnight and then washed with saturated aqueous KHSO4, saturated aqueous Na2CO3, brine, dried with Na2SO4, filtered and concentrated to dryness. The residue was triturated with ether to obtain 3.8 g of the sub-title compound as ... Reaction conditions: time 8 hour. The solvent is C(Cl)Cl (CH2Cl2). Reactants: CN(C(=O)C1=C(N(N=C1)C)C(=O)O)C (4-Dimethylcarbamoyl-2-methyl-2H-pyrazole-3-carboxylic acid), N1(CCC1)C(=O)C=1C=NN(C1)C (azetidin-1-yl-(1-methyl-1H-pyrazol-4-yl)-methanone). Yields the product N1(CCC1)C(=O)C1=C(N(N=C1)C)C(=O)O (4-(Azetidine-1-carbonyl)-2-methyl-2H-pyrazole-3-carboxylic acid). As a reaction SMILES: [CH3:1][N:2]([CH3:14])[C:3]([C:5]1[CH:9]=[N:8][N:7]([CH3:10])[C:6]=1[C:11]([OH:13])=[O:12])=[O:4].N1(C(C2C=NN(C)C=2)=O)CC[CH2:16]1>>[N:2]1([C:3]([C:5]2[CH:9]=[N:8][N:7]([CH3:10])[C:6]=2[C:11]([OH:13])=[O:12])=[O:4])[CH2:14][CH2:16][CH2:1]1. Procedure: This compound was prepared in analogy to 4-dimethylcarbamoyl-2-methyl-2H-pyrazole-3-carboxylic acid (Example 97, step b) from azetidin-1-yl-(1-methyl-1H-pyrazol-4-yl)-methanone (500 mg, 3.33 mmol). Yield: 548 mg (81%); light red solid; MS: m/z=210.1 ([M+H]+). Reactants: F[B-](F)(F)F, O=C([O-])[O-], O=C(O)c1ccnc(Cl)c1, Cl, Fc1ccc2c(c1F)CCN2, [K+], [K+], CN(C)C=O, CN(C)C(On1nnc2ccccc21)=[N+](C)C. Product: O=C(c1ccnc(Cl)c1)N1CCc2c1ccc(F)c2F. As a reaction SMILES: [B-:23]([F:24])([F:25])([F:26])[F:27].[C:45](=[O:46])([O-:47])[O-:48].[Cl:1][c:2]1[cH:3][c:4]([C:5](=[O:6])[OH:7])[cH:8][cH:9][n:10]1.[ClH:11].[F:12][c:13]1[c:14]2[c:18]([cH:19][cH:20][c:21]1[F:22])[NH:17][CH2:16][CH2:15]2.[K+:49].[K+:50].[O:51]=[CH:52][N:53]([CH3:54])[CH3:55].[n:28]1([O:29][C:30]([N:31]([CH3:32])[CH3:33])=[N+:34]([CH3:35])[CH3:36])[c:37]2[cH:38][cH:39][cH:40][cH:41][c:42]2[n:43][n:44]1>>[Cl:1][c:2]1[cH:3][c:4]([C:5](=[O:7])[N:17]2[CH2:16][CH2:15][c:14]3[c:13]([F:12])[c:21]([F:22])[cH:20][cH:19][c:18]32)[cH:8][cH:9][n:10]1. Reactants: CCCOc1ccccc1C(=O)Cl, ClCCl, CCCc1n[nH]c(C(N)=O)c1N, c1ccncc1. The product is CCCOc1ccccc1C(=O)Nc1c(CCC)n[nH]c1C(N)=O. RXN SMILES: [CH2:1]([CH2:2][CH3:3])[O:4][c:5]1[c:6]([C:7](=[O:8])[Cl:9])[cH:10][cH:11][cH:12][cH:13]1.[Cl:26][CH2:27][Cl:28].[NH2:14][c:15]1[c:16]([CH2:23][CH2:24][CH3:25])[n:17][nH:18][c:19]1[C:20](=[O:21])[NH2:22].[cH:29]1[cH:30][cH:31][n:32][cH:33][cH:34]1>>[CH2:1]([CH2:2][CH3:3])[O:4][c:5]1[c:6]([C:7](=[O:8])[NH:14][c:15]2[c:16]([CH2:23][CH2:24][CH3:25])[n:17][nH:18][c:19]2[C:20](=[O:21])[NH2:22])[cH:10][cH:11][cH:12][cH:13]1. Starting materials: O=C(O)Cc1cc(F)cc(F)c1, Nc1ccc(F)nc1. The reagents and catalysts are C1CCC(CC1)N=C=NC2CCCCC2 (DCC), CCN(C(C)C)C(C)C (DIPEA), C1=CC=C2C(=C1)C(=O)N(C2=O)O (N-Hydroxyphthalimide). The solvent is CN(C)C=O (DMF), CN(C)C=O (DMF), CN(C)C=O (DMF), CN(C)C=O (DMF), CN(C)C=O (DMF), CN(C)C=O (DMF). Conditions: temperature 25 celsius, time 2 hour. Yields the product O=C(Cc1cc(F)cc(F)c1)Nc1ccc(F)nc1. The yield is 9.7%. As a reaction SMILES: Nc1ccc(F)nc1.O=C(O)Cc1cc(F)cc(F)c1.C1CCC(CC1)N=C=NC2CCCCC2.C1=CC=C2C(=C1)C(=O)N(C2=O)O.CCN(C(C)C)C(C)C.CN(C)C=O>>O=C(Cc1cc(F)cc(F)c1)Nc1ccc(F)nc1.